Dataset: the Open Reaction Database (ORD), a public repository of structured organic reaction records. Task: describe an organic reaction: reactants, conditions, products, and yield Starting materials: Cl (hydrochloric acid), O (water), [OH-].[Na+] (sodium hydroxide), N([C@@H](CSC(C1=CC=CC=C1)(C1=CC=CC=C1)C1=CC=CC=C1)C(=O)N[C@@H](CSCNC(=O)C)C(=O)N[C@@H]([C@H](OC(C)(C)C)C)C(=O)N[C@@H](COC(C)(C)C)C(=O)N[C@@H]([C@@H](C)CC)C(=O)N[C@@H](CSC(C1=CC=CC=C1)(C1=CC=CC=C1)C1=CC=CC=C1)C(=O)N[C@@H](COC(C)(C)C)C(=O)N[C@@H](CC(C)C)C(=O)OC)C(C1=CC=CC=C1)(C1=CC=CC=C1)C1=CC=CC=C1 (Trt-Cys(Trt)-Cys(Acm)-Thr(But)-Ser(But)-Ile-Cys(Trt)-Ser(But)-Leu-OMe). The solvent is O1CCOCC1 (dioxane). Run at temperature 0 celsius. Product: N([C@@H](CSC(C1=CC=CC=C1)(C1=CC=CC=C1)C1=CC=CC=C1)C(=O)N[C@@H](CSCNC(=O)C)C(=O)N[C@@H]([C@H](OC(C)(C)C)C)C(=O)N[C@@H](COC(C)(C)C)C(=O)N[C@@H]([C@@H](C)CC)C(=O)N[C@@H](CSC(C1=CC=CC=C1)(C1=CC=CC=C1)C1=CC=CC=C1)C(=O)N[C@@H](COC(C)(C)C)C(=O)N[C@@H](CC(C)C)C(=O)O)C(C1=CC=CC=C1)(C1=CC=CC=C1)C1=CC=CC=C1 (Trt-Cys(Trt)-Cys(Acm)-Thr(But)-Ser(But)-Ile-Cys(Trt)-Ser(But)-Leu-OH). Reaction SMILES: [NH:1]([C:111]([C:124]1[CH:129]=[CH:128][CH:127]=[CH:126][CH:125]=1)([C:118]1[CH:123]=[CH:122][CH:121]=[CH:120][CH:119]=1)[C:112]1[CH:117]=[CH:116][CH:115]=[CH:114][CH:113]=1)[C@H:2]([C:24]([NH:26][C@H:27]([C:35]([NH:37][C@H:38]([C:46]([NH:48][C@H:49]([C:56]([NH:58][C@H:59]([C:64]([NH:66][C@H:67]([C:89]([NH:91][C@H:92]([C:99]([NH:101][C@H:102]([C:107]([O:109]C)=[O:108])[CH2:103][CH:104]([CH3:106])[CH3:105])=[O:100])[CH2:93][O:94][C:95]([CH3:98])([CH3:97])[CH3:96])=[O:90])[CH2:68][S:69][C:70]([C:83]1[CH:88]=[CH:87][CH:86]=[CH:85][CH:84]=1)([C:77]1[CH:82]=[CH:81][CH:80]=[CH:79][CH:78]=1)[C:71]1[CH:76]=[CH:75][CH:74]=[CH:73][CH:72]=1)=[O:65])[C@H:60]([CH2:62][CH3:63])[CH3:61])=[O:57])[CH2:50][O:51][C:52]([CH3:55])([CH3:54])[CH3:53])=[O:47])[C@@H:39]([CH3:45])[O:40][C:41]([CH3:44])([CH3:43])[CH3:42])=[O:36])[CH2:28][S:29][CH2:30][NH:31][C:32]([CH3:34])=[O:33])=[O:25])[CH2:3][S:4][C:5]([C:18]1[CH:23]=[CH:22][CH:21]=[CH:20][CH:19]=1)([C:12]1[CH:17]=[CH:16][CH:15]=[CH:14][CH:13]=1)[C:6]1[CH:11]=[CH:10][CH:9]=[CH:8][CH:7]=1.O.[OH-].[Na+].Cl>O1CCOCC1>[NH:1]([C:111]([C:124]1[CH:125]=[CH:126][CH:127]=[CH:128][CH:129]=1)([C:118]1[CH:119]=[CH:120][CH:121]=[CH:122][CH:123]=1)[C:112]1[CH:117]=[CH:116][CH:115]=[CH:114][CH:113]=1)[C@H:2]([C:24]([NH:26][C@H:27]([C:35]([NH:37][C@H:38]([C:46]([NH:48][C@H:49]([C:56]([NH:58][C@H:59]([C:64]([NH:66][C@H:67]([C:89]([NH:91][C@H:92]([C:99]([NH:101][C@H:102]([C:107]([OH:109])=[O:108])[CH2:103][CH:104]([CH3:106])[CH3:105])=[O:100])[CH2:93][O:94][C:95]([CH3:97])([CH3:96])[CH3:98])=[O:90])[CH2:68][S:69][C:70]([C:71]1[CH:72]=[CH:73][CH:74]=[CH:75][CH:76]=1)([C:77]1[CH:82]=[CH:81][CH:80]=[CH:79][CH:78]=1)[C:83]1[CH:84]=[CH:85][CH:86]=[CH:87][CH:88]=1)=[O:65])[C@H:60]([CH2:62][CH3:63])[CH3:61])=[O:57])[CH2:50][O:51][C:52]([CH3:53])([CH3:54])[CH3:55])=[O:47])[C@@H:39]([CH3:45])[O:40][C:41]([CH3:44])([CH3:43])[CH3:42])=[O:36])[CH2:28][S:29][CH2:30][NH:31][C:32]([CH3:34])=[O:33])=[O:25])[CH2:3][S:4][C:5]([C:18]1[CH:23]=[CH:22][CH:21]=[CH:20][CH:19]=1)([C:6]1[CH:7]=[CH:8][CH:9]=[CH:10][CH:11]=1)[C:12]1[CH:17]=[CH:16][CH:15]=[CH:14][CH:13]=1 |f:2.3|. Reported procedure: 3.6 g of Trt-Cys(Trt)-Cys(Acm)-Thr(But)-Ser(But)-Ile-Cys(Trt)-Ser(But)-Leu-OMe are dissolved in 50 ml of dioxane and 17 ml of water and 4 ml of 1 N sodium hydroxide solution are added. After 1 hour at 20°C the mixture is cooled to 0°C and 4 ml of 1 N hydrochloric acid are added dropwise. The dioxane is then largely evaporated off at 20°C under reduced pressure, 20 ml of water are added and the precipitate is filtered off and dried over potassium hydroxide. Reactants: two, BrC1=C(OP(Cl)(Cl)(OC2=C(C=C(C=C2Br)Br)Br)OC2=C(C=C(C=C2Br)Br)Br)C(=CC(=C1)Br)Br (tris(2,4,6-tribromophenoxy)dichlorophosphorane), C1(=CC=CC=C1)C(C1=CC=CC=C1)[SiH2]CCP(O)(=O)O[C@H]1C[C@@H](O[C@@H]1COC(C1=CC=C(C=C1)OC)(C1=CC=C(C=C1)OC)C1=CC=CC=C1)N1C=NC=2C(NC(C3=CC=CC=C3)=O)=NC=NC12 (N6 -Benzoyl-5'-O-(4,4'dimethoxytrityl)-2'-deoxyadenosine- 3'-O-(2-diphenylmethylsilylethylphosphonate)), C(C)(C)NC(C)C (diisopropylamine). Run in C(C)#N (acetonitrile). Conditions: time 3 hour. Yields the product C1(=CC=CC=C1)C(C1=CC=CC=C1)[SiH2]CCP(O)(N(C(C)C)C(C)C)O[C@H]1C[C@@H](O[C@@H]1COC(C1=CC=C(C=C1)OC)(C1=CC=C(C=C1)OC)C1=CC=CC=C1)N1C=NC=2C(NC(C3=CC=CC=C3)=O)=NC=NC12 (N6 -Benzoyl-5'-O-(4,4'dimethoxytrityl)-2'-deoxyadenosine-3'-O-(2-diphenylmethylsilylethyl N,N-diisopropylphosphoramidite)). Reaction SMILES: [C:1]1([CH:7]([SiH2:14][CH2:15][CH2:16][P:17]([O:20][C@@H:21]2[C@@H:25]([CH2:26][O:27][C:28]([C:45]3[CH:50]=[CH:49][CH:48]=[CH:47][CH:46]=3)([C:37]3[CH:42]=[CH:41][C:40]([O:43][CH3:44])=[CH:39][CH:38]=3)[C:29]3[CH:34]=[CH:33][C:32]([O:35][CH3:36])=[CH:31][CH:30]=3)[O:24][C@@H:23]([N:51]3[C:68]4[N:67]=[CH:66][N:65]=[C:55]([NH:56][C:57](=[O:64])[C:58]5[CH:63]=[CH:62][CH:61]=[CH:60][CH:59]=5)[C:54]=4[N:53]=[CH:52]3)[CH2:22]2)(=O)[OH:18])[C:8]2[CH:13]=[CH:12][CH:11]=[CH:10][CH:9]=2)[CH:6]=[CH:5][CH:4]=[CH:3][CH:2]=1.[CH:69]([NH:72][CH:73]([CH3:75])[CH3:74])([CH3:71])[CH3:70].BrC1C=C(Br)C=C(Br)C=1OP(OC1C(Br)=CC(Br)=CC=1Br)(OC1C(Br)=CC(Br)=CC=1Br)(Cl)Cl>C(#N)C>[C:1]1([CH:7]([SiH2:14][CH2:15][CH2:16][PH:17]([O:20][C@@H:21]2[C@@H:25]([CH2:26][O:27][C:28]([C:45]3[CH:50]=[CH:49][CH:48]=[CH:47][CH:46]=3)([C:29]3[CH:34]=[CH:33][C:32]([O:35][CH3:36])=[CH:31][CH:30]=3)[C:37]3[CH:42]=[CH:41][C:40]([O:43][CH3:44])=[CH:39][CH:38]=3)[O:24][C@@H:23]([N:51]3[C:68]4[N:67]=[CH:66][N:65]=[C:55]([NH:56][C:57](=[O:64])[C:58]5[CH:63]=[CH:62][CH:61]=[CH:60][CH:59]=5)[C:54]=4[N:53]=[CH:52]3)[CH2:22]2)([N:72]([CH:73]([CH3:75])[CH3:74])[CH:69]([CH3:71])[CH3:70])[OH:18])[C:8]2[CH:13]=[CH:12][CH:11]=[CH:10][CH:9]=2)[CH:6]=[CH:5][CH:4]=[CH:3][CH:2]=1. Procedure: A 250 mL two necked flask equipped with a magnetic stirrer, a gas inlet for argon, and a septum is assembled under an argon atmosphere. All glassware are dried at 120° C. for 1 hour. The flask is charged with N6 -Benzoyl-5'-O-(4,4'dimethoxytrityl)-2'-deoxyadenosine- 3'-O-(2-diphenylmethylsilylethylphosphonate) (0.015 mole) and diisopropylamine (0.12 mole). Anhydrous acetonitrile (200 mL) is added. To this stirred mixture under argon at room temperature is added tris(2,4,6-tribromophenoxy)dichlor... Reactants: CN1N=CC(=C1)C1=CN=C2C(=N1)N(N=N2)CC2CN(CCC2)C2=NC=C(C=N2)C2=NN(C=C2)C2CCN(CC2)C(=O)[O-] (4-(3-(2-(3-((6-(1-methyl-1H-pyrazol-4-yl)-1H-[1,2,3]triazolo[4,5-b]pyrazin-1-yl)methyl)piperidin-1-yl)pyrimidin-5-yl)-1H-pyrazol-1-yl)piperidine-1-carboxylate), Cl (HCl). Run in C(Cl)Cl (CH2Cl2), O1CCOCC1 (dioxane). Conditions: time 1 hour. The product is Cl.CN1N=CC(=C1)C1=CN=C2C(=N1)N(N=N2)CC2CN(CCC2)C2=NC=C(C=N2)C2=NN(C=C2)C2CCNCC2 (6-(1-methyl-1H-pyrazol-4-yl)-1-((1-(5-(1-(piperidin-4-yl)-1H-pyrazol-3-yl)pyrimidin-2-yl)piperidin-3-yl)methyl)-1H-[1,2,3]triazolo[4,5-b]pyrazine hydrochloride). Isolated yield 75.0%. Reaction SMILES: [CH3:1][N:2]1[CH:6]=[C:5]([C:7]2[N:12]=[C:11]3[N:13]([CH2:16][CH:17]4[CH2:22][CH2:21][CH2:20][N:19]([C:23]5[N:28]=[CH:27][C:26]([C:29]6[CH:33]=[CH:32][N:31]([CH:34]7[CH2:39][CH2:38][N:37](C([O-])=O)[CH2:36][CH2:35]7)[N:30]=6)=[CH:25][N:24]=5)[CH2:18]4)[N:14]=[N:15][C:10]3=[N:9][CH:8]=2)[CH:4]=[N:3]1.[ClH:43]>C(Cl)Cl.O1CCOCC1>[ClH:43].[CH3:1][N:2]1[CH:6]=[C:5]([C:7]2[N:12]=[C:11]3[N:13]([CH2:16][CH:17]4[CH2:22][CH2:21][CH2:20][N:19]([C:23]5[N:28]=[CH:27][C:26]([C:29]6[CH:33]=[CH:32][N:31]([CH:34]7[CH2:39][CH2:38][NH:37][CH2:36][CH2:35]7)[N:30]=6)=[CH:25][N:24]=5)[CH2:18]4)[N:14]=[N:15][C:10]3=[N:9][CH:8]=2)[CH:4]=[N:3]1 |f:4.5|. Reported procedure: 4-(3-(2-(3-((6-(1-methyl-1H-pyrazol-4-yl)-1H-[1,2,3]triazolo[4,5-b]pyrazin-1-yl)methyl)piperidin-1-yl)pyrimidin-5-yl)-1H-pyrazol-1-yl)piperidine-1-carboxylate (25 mg, 0.04 mmol) was dissolved in CH2Cl2(5 ml), and then 4 N HCl in dioxane (1 ml) was added, followed by stirring at room temperature for 1 hour. After the reaction was completed, the reaction mixture was concentrated under reduced pressure, and then purified with ether, to give 6-(1-methyl-1H-pyrazol-4-yl)-1-((1-(5-(1-(piperidin-4-yl)-... Starting materials: C1(=CC=CC=C1)C(CO)C1=CC=CC=C1 (2,2-diphenylethanol), [H-].[Na+] (sodium hydride), BrCC(=O)OC(C)(C)C (t-butyl bromoacetate). Solvent: CN(C)C=O (DMF). Reaction conditions: time 10 minute. The product is C1(=CC=CC=C1)C(COCC(=O)OC(C)(C)C)C1=CC=CC=C1 (t-butyl (2,2-diphenylethoxy)acetate). Reaction SMILES: [C:1]1([CH:7]([C:10]2[CH:15]=[CH:14][CH:13]=[CH:12][CH:11]=2)[CH2:8][OH:9])[CH:6]=[CH:5][CH:4]=[CH:3][CH:2]=1.[H-].[Na+].Br[CH2:19][C:20]([O:22][C:23]([CH3:26])([CH3:25])[CH3:24])=[O:21]>CN(C=O)C>[C:10]1([CH:7]([C:1]2[CH:2]=[CH:3][CH:4]=[CH:5][CH:6]=2)[CH2:8][O:9][CH2:19][C:20]([O:22][C:23]([CH3:26])([CH3:25])[CH3:24])=[O:21])[CH:11]=[CH:12][CH:13]=[CH:14][CH:15]=1 |f:1.2|. Procedure: To 2,2-diphenylethanol (1 g) in DMF (10 mL) was added 60% sodium hydride (350 mg) at 0° C. under Ar. The solution was stirred for 10 min, and t-butyl bromoacetate (888 uL) was added, and the solution was warmed to RT. After stirring 30 min, the reaction was quenched with water (20 mL), and the aqueous solution was extracted with ether (25 mL). The organic layer was washed with water (20 mL) and brine (20 mL). The organic solution was dried (MgSO4), and silica gel flash chromatography (3% ethyl a... Reactants: C(=O)([O-])[O-].[Cs+].[Cs+] (Cs2CO3), C(CC1=CC(OC)=C(O)C=C1)(=O)O (homovanillic acid), C1=CC=C(C=C1)CBr (BnBr). Run in CC#N (CH3CN). Yields the product C(C1=CC=CC=C1)OC1=C(C=C(C=C1)CC(=O)OCC1=CC=CC=C1)OC (Benzyl 4-benzyloxy-3-methoxyphenylacetate). As a reaction SMILES: C([O-])([O-])=O.[Cs+].[Cs+].[C:7]([OH:19])(=[O:18])[CH2:8][C:9]1[CH:17]=[CH:16][C:14]([OH:15])=[C:11]([O:12][CH3:13])[CH:10]=1.[CH:20]1[CH:25]=[CH:24][C:23]([CH2:26]Br)=[CH:22][CH:21]=1>CC#N>[CH2:26]([O:15][C:14]1[CH:16]=[CH:17][C:9]([CH2:8][C:7]([O:19][CH2:8][C:9]2[CH:17]=[CH:16][CH:14]=[CH:11][CH:10]=2)=[O:18])=[CH:10][C:11]=1[O:12][CH3:13])[C:23]1[CH:24]=[CH:25][CH:20]=[CH:21][CH:22]=1 |f:0.1.2|. Procedure details: Cs2CO3 (17.88 g; 54.9 mmol) was added to a solution of homovanillic acid (2.0 g; 11 mmol) in CH3CN, whereafter BnBr (4.3 g; 24.15 mmol) was added dropwise over 10 minutes. The mixture was refluxed overnight, filtered through Hyflo and concentrated. The resulting mixture was dissolved in EtOAc (100 mL), water (30 mL) was added, and the aqueous layer was separated. The organic phase was washed with citric acid solution (5%, 1×20 mL) and brine, dried (Na2SO4), and evaporated to yield 4.25 g (quant.... Reactants: C1CCCCC1, N=C(OCc1ccccc1)C(Cl)(Cl)Cl, CCCCCCCCCCCC(O)CC(=O)OC, O=S(=O)(O)C(F)(F)F. Product: CCCCCCCCCCCC(CC(=O)OC)OCc1ccccc1. RXN SMILES: [CH2:41]1[CH2:42][CH2:43][CH2:44][CH2:45][CH2:46]1.[Cl:19][C:20]([Cl:21])([Cl:22])[C:30](=[NH:31])[O:32][CH2:23][c:24]1[cH:25][cH:26][cH:27][cH:28][cH:29]1.[OH:1][CH:2]([CH2:3][C:4](=[O:5])[O:6][CH3:7])[CH2:8][CH2:9][CH2:10][CH2:11][CH2:12][CH2:13][CH2:14][CH2:15][CH2:16][CH2:17][CH3:18].[OH:33][S:34]([C:35]([F:36])([F:37])[F:38])(=[O:39])=[O:40]>>[O:1]([CH:2]([CH2:3][C:4](=[O:5])[O:6][CH3:7])[CH2:8][CH2:9][CH2:10][CH2:11][CH2:12][CH2:13][CH2:14][CH2:15][CH2:16][CH2:17][CH3:18])[CH2:23][c:24]1[cH:25][cH:26][cH:27][cH:28][cH:29]1. As a reaction SMILES: [F:1]/[C:2](=[C:8](/[C:10]1[CH:11]=[C:12]2[C:17](=[CH:18][C:19]=1[O:20][CH2:21][CH2:22][CH3:23])[O:16][C:15]([CH3:25])([CH3:24])[CH:14]=[C:13]2[CH:26]([CH3:28])[CH3:27])\[CH3:9])/[C:3](OCC)=[O:4].[H-].C([Al+]CC(C)C)C(C)C>>[F:1]/[C:2](=[C:8](/[C:10]1[CH:11]=[C:12]2[C:17](=[CH:18][C:19]=1[O:20][CH2:21][CH2:22][CH3:23])[O:16][C:15]([CH3:25])([CH3:24])[CH:14]=[C:13]2[CH:26]([CH3:27])[CH3:28])\[CH3:9])/[CH2:3][OH:4] |f:1.2|. The product is F\C(\CO)=C(/C)\C=1C=C2C(=CC(OC2=CC1OCCC)(C)C)C(C)C ((2E)-2-Fluoro-3-(4-isopropyl-2,2-dimethyl-7-propoxy-2H-chromen-6-yl)-but-2-en-1-ol). The reactants are F\C(\C(=O)OCC)=C(/C)\C=1C=C2C(=CC(OC2=CC1OCCC)(C)C)C(C)C (ethyl (2E)-2-fluoro-3-(4-isopropyl-2,2-dimethyl-7-propoxy-2H-chromen-6-yl)-but-2-enoate), F\C(\C(=O)OCC)=C(/C)\C=1C=C2C(=CC(OC2=CC1OCCC)(C)C)C(C)C (ethyl (2E)-2-fluoro-3-(4-isopropyl-2,2-dimethyl-7-propoxy-2H-chromen-6-yl)-but-2-enoate), [H-].C(C(C)C)[Al+]CC(C)C (diisobutylaluminum hydride). Procedure details: Following General Procedure L, ethyl (2E)-2-fluoro-3-(4-isopropyl-2,2-dimethyl-7-propoxy-2H-chromen-6-yl)-but-2-enoate (Compound 73, 130 mg, 0.33 mmol) and diisobutylaluminum hydride (1M in hexanes, 1.34 mL, 1.34 mmol) were reacted to give the title compound as a colorless oil after purification by flash chromatography (silica gel, 1:9 ethyl acetate/hexane).